Dataset: the Open Reaction Database (ORD), a public repository of structured organic reaction records. Task: describe an organic reaction: reactants, conditions, products, and yield The reactants are BrC=1C(=C(C=CC1)N(CCCC)CC1=CC(=C(OCC(=O)OCC)C=C1)C)C (ethyl (4-{[(3-bromo-2-methylphenyl)(butyl)amino]methyl}-2-methylphenoxy)acetate), CC1=CC=C(C=C1)B(O)O (4-methylphenylboronic acid), C([O-])([O-])=O.[Na+].[Na+] (sodium carbonate), COCCOC (1,2-dimethoxyethane). Reagents/catalysts: C=1C=CC(=CC1)[P](C=2C=CC=CC2)(C=3C=CC=CC3)[Pd]([P](C=4C=CC=CC4)(C=5C=CC=CC5)C=6C=CC=CC6)([P](C=7C=CC=CC7)(C=8C=CC=CC8)C=9C=CC=CC9)[P](C=1C=CC=CC1)(C=1C=CC=CC1)C=1C=CC=CC1 (tetrakis(triphenylphosphine)palladium). Run in O (water). Run at temperature 90 celsius. Yields the product C(CCC)N(C=1C(=C(C=CC1)C1=CC=C(C=C1)C)C)CC1=CC(=C(OCC(=O)O)C=C1)C ((4-{[Butyl(2,4′-dimethyl-1,1′-biphenyl-3-yl)amino]methyl}-2-methylphenoxy)acetic acid). RXN SMILES: Br[C:2]1[C:3]([CH3:28])=[C:4]([N:8]([CH2:13][C:14]2[CH:26]=[CH:25][C:17](OCC(OCC)=O)=[C:16](C)[CH:15]=2)[CH2:9][CH2:10][CH2:11][CH3:12])[CH:5]=[CH:6][CH:7]=1.[CH3:29][C:30]1[CH:35]=[CH:34][C:33](B(O)O)=[CH:32][CH:31]=1.C(=O)([O-])[O-:40].[Na+].[Na+].C[O:46][CH2:47][CH2:48][O:49][CH3:50]>O.C1C=CC([P]([Pd]([P](C2C=CC=CC=2)(C2C=CC=CC=2)C2C=CC=CC=2)([P](C2C=CC=CC=2)(C2C=CC=CC=2)C2C=CC=CC=2)[P](C2C=CC=CC=2)(C2C=CC=CC=2)C2C=CC=CC=2)(C2C=CC=CC=2)C2C=CC=CC=2)=CC=1>[CH2:9]([N:8]([CH2:13][C:14]1[CH:15]=[CH:16][C:50]([O:49][CH2:48][C:47]([OH:40])=[O:46])=[C:25]([CH3:17])[CH:26]=1)[C:4]1[C:3]([CH3:28])=[C:2]([C:33]2[CH:34]=[CH:35][C:30]([CH3:29])=[CH:31][CH:32]=2)[CH:7]=[CH:6][CH:5]=1)[CH2:10][CH2:11][CH3:12] |f:2.3.4,^1:55,57,76,95|. Procedure details: A mixture of ethyl (4-{[(3-bromo-2-methylphenyl)(butyl)amino]methyl}-2-methylphenoxy)acetate (90 mg, 0.2 mmol), 4-methylphenylboronic acid (32 mg, 0.23 mmol), tetrakis(triphenylphosphine)palladium (0) (5 mg, 4.32 mmol), sodium carbonate (55 mg, 0.52 mmol) in 1,2-dimethoxyethane (10 mL) and water (5 mL) was heated at 90° C. for 18 h under nitrogen. The reaction mixture was cooled and the solvents removed in vacuo. Purification by SPE (C18, 10 g) eluting with 20 mL each of 5%, 10%, 30%, 50% aceton... The reactants are NC1=CC(=NC(=C1C#N)OCCO)N (4,6-diamino-2-(2-hydroxy-ethoxy)-nicotinonitrile), NC1=CC(=NC(=C1C#N)OC(C)C)NC(CC1=C(C=CC(=C1)OC)OC)=O (N-(4-amino-5-cyano-6-isopropoxypyridin-2-yl)-2-(2,5-dimethoxyphenyl)acetamide), [OH-].[Na+] (NaOH), O (water). The solvent is N1=CC=CC=C1 (pyridine), C(Cl)Cl (CH2Cl2), C1CCOC1 (THF). Reaction conditions: time 1 hour. Yields the product NC1=CC(=NC(=C1C#N)OCCO)NC(CC1=C(C=CC(=C1)OC)OC)=O (N-[4-amino-5-cyano-6-(2-hydroxyethoxy)pyridin-2-yl]-2-(2,5-dimethoxyphenyl)acetamide). The yield is 5.4%. Reaction SMILES: [NH2:1][C:2]1[C:7]([C:8]#[N:9])=[C:6]([O:10][CH2:11][CH2:12][OH:13])[N:5]=[C:4]([NH2:14])[CH:3]=1.NC1C(C#N)=C(OC(C)C)N=C(N[C:29](=[O:41])[CH2:30][C:31]2[CH:36]=[C:35]([O:37][CH3:38])[CH:34]=[CH:33][C:32]=2[O:39][CH3:40])C=1.O.[OH-].[Na+]>N1C=CC=CC=1.C(Cl)Cl.C1COCC1>[NH2:1][C:2]1[C:7]([C:8]#[N:9])=[C:6]([O:10][CH2:11][CH2:12][OH:13])[N:5]=[C:4]([NH:14][C:29](=[O:41])[CH2:30][C:31]2[CH:36]=[C:35]([O:37][CH3:38])[CH:34]=[CH:33][C:32]=2[O:39][CH3:40])[CH:3]=1 |f:3.4|. Reported procedure: To a solution of 39 mg (0.20 mmol) of 4,6-diamino-2-(2-hydroxy-ethoxy)-nicotinonitrile in 0.2 mL of pyridine and 1 mL of CH2Cl2 was added 75 mg (0.39 mmol) of 2,5-dimethoxyphenylacetyl chloride (Example 60B). The mixture was stirred at ambient temperature for 1 hours then 1 mL of water was added, and the solvents were removed under reduced pressure. The residue was taken up in 10 mL of ethyl acetate, then extracted with 1M HCl(aq.) (2×5 mL), saturated NaHCO3(aq.) (2×5 mL), and brine (1×5 mL), dr... Reaction SMILES: [C:23]([OH:24])(=[O:25])[CH3:26].[CH3:15][N:16]1[CH2:17][CH2:18][C:19](=[O:22])[CH2:20][CH2:21]1.[CH3:1][C:2]1([CH3:14])[CH2:3][NH:4][c:5]2[cH:6][c:7]([N+:11](=[O:12])[O-:13])[cH:8][cH:9][c:10]21.[Cl:32][CH2:33][Cl:34].[Na+:31].[O-:27][C:28]([OH:29])=[O:30]>>[CH3:1][C:2]1([CH3:14])[CH2:3][N:4]([CH:19]2[CH2:18][CH2:17][N:16]([CH3:15])[CH2:21][CH2:20]2)[c:5]2[cH:6][c:7]([N+:11](=[O:12])[O-:13])[cH:8][cH:9][c:10]21. Product: CN1CCC(N2CC(C)(C)c3ccc([N+](=O)[O-])cc32)CC1. Reactants: CC(=O)O, CN1CCC(=O)CC1, CC1(C)CNc2cc([N+](=O)[O-])ccc21, ClCCl, [Na+], O=C([O-])O. Reactants: C1CCOC1, CCCCN=C=O, NC1CCCCC1. The product is CCCCNC(=O)NC1CCCCC1. As a reaction SMILES: [CH2:15]1[O:16][CH2:17][CH2:18][CH2:19]1.[CH3:1][CH2:2][CH2:3][CH2:4][N:5]=[C:6]=[O:7].[NH2:8][CH:9]1[CH2:10][CH2:11][CH2:12][CH2:13][CH2:14]1>>[CH3:1][CH2:2][CH2:3][CH2:4][NH:5][C:6](=[O:7])[NH:8][CH:9]1[CH2:10][CH2:11][CH2:12][CH2:13][CH2:14]1. The reactants are O=Cc1cc(Br)cs1, CCOP(=O)(CC#N)OCC, C1CCOC1, Cc1ccccc1, [Cl-], [NH4+]. Product: N#CC=Cc1cc(Br)cs1. RXN SMILES: [Br:12][c:13]1[cH:14][c:15]([CH:18]=[O:19])[s:16][cH:17]1.[CH2:1]([O:2][P:3](=[O:4])([O:5][CH2:6][CH3:7])[CH2:9][C:10]#[N:11])[CH3:8].[CH2:22]1[O:23][CH2:24][CH2:25][CH2:26]1.[CH3:27][c:28]1[cH:29][cH:30][cH:31][cH:32][cH:33]1.[Cl-:20].[NH4+:21]>>[CH:9]([C:10]#[N:11])=[CH:18][c:15]1[cH:14][c:13]([Br:12])[cH:17][s:16]1.